From a dataset of the Open Reaction Database (ORD), a public repository of structured organic reaction records. describe an organic reaction: reactants, conditions, products, and yield Reactants: ice, BrC1=C(C(=C(N)C(=C1)C1=NC=CC=C1)[N+](=O)[O-])F (4-bromo-3-fluoro-2-nitro-6-(pyridin-2-yl)aniline), II (iodine), isoamyl nitrile. The solvent is C(Cl)(Cl)Cl (chloroform), S([O-])(O)=O.[Na+] (sodium bisulfite). Run at temperature 0 celsius, time 10 minute. Yields the product BrC=1C(=C(C(=C(C1)C1=NC=CC=C1)I)[N+](=O)[O-])F (2-(5-bromo-4-fluoro-2-iodo-3-nitrophenyl)pyridine), solid. Yield: 37.0%. Reaction SMILES: [Br:1][C:2]1[CH:8]=[C:7]([C:9]2[CH:14]=[CH:13][CH:12]=[CH:11][N:10]=2)[C:5](N)=[C:4]([N+:15]([O-:17])=[O:16])[C:3]=1[F:18].[I:19]I>C(Cl)(Cl)Cl.S(=O)(O)[O-].[Na+]>[Br:1][C:2]1[C:3]([F:18])=[C:4]([N+:15]([O-:17])=[O:16])[C:5]([I:19])=[C:7]([C:9]2[CH:14]=[CH:13][CH:12]=[CH:11][N:10]=2)[CH:8]=1 |f:3.4|. Procedure: To an ice-cold solution of 4-bromo-3-fluoro-2-nitro-6-(pyridin-2-yl)aniline (4.0 g, 12.81 mmol) in chloroform (50 mL) was added iodine (18.21 g, 71.77 mmol) and the resulting mixture was stirred at 0° C. for 10 min followed by addition of isoamyl nitrile (3.44 mL, 25.63 mmol). The mixture was then heated up to 65° C. for 5 h. After completion of reaction (by TLC), the reaction was diluted with 10% sodium bisulfite and extracted with DCM (3×100 mL). The combined organic layer was washed with brin... Starting materials: C1(=CC=CC=C1)C1=NN(C=C1)CO (3-phenyl-1H-pyrazole-1-ylmethanol), S(=O)(Cl)Cl (thionyl chloride). Run in ClCCl (dichloromethane). Run at time 8 hour. Yields the product Cl.ClCN1N=C(C=C1)C1=CC=CC=C1 (1-(chloromethyl)-3-phenyl-1H-pyrazole hydrochloride). As a reaction SMILES: [C:1]1([C:7]2[CH:11]=[CH:10][N:9]([CH2:12]O)[N:8]=2)[CH:6]=[CH:5][CH:4]=[CH:3][CH:2]=1.S(Cl)([Cl:16])=O>ClCCl>[ClH:16].[Cl:16][CH2:12][N:9]1[CH:10]=[CH:11][C:7]([C:1]2[CH:6]=[CH:5][CH:4]=[CH:3][CH:2]=2)=[N:8]1 |f:3.4|. Procedure: 1.74 g of 3-phenyl-1H-pyrazole-1-ylmethanol was dissolved to 50 ml of dichloromethane. 3.4 ml of thionyl chloride was added to the solution, followed by stirring at room temperature for overnight. The reaction mixture was concentrated under reduced pressure. Hexane and chloroform was added to the residue to produce a crystal. The crystal was collected to obtain 2.01 g of 1-(chloromethyl)-3-phenyl-1H-pyrazole hydrochloride. Starting materials: C(C)(C)(C)OC(NC1CCN(CC1)C1=NC(=NC=C1)C1=CC=2C(CCC(C2C=C1)(C)C)(C)C)=O ({1-[2-(5,5,8,8-tetramethyl-5,6,7,8-tetrahydronaphthalen-2-yl)pyrimidin-4-yl]piperidin-4-yl}carbamic acid tert-butyl ester), Cl (hydrochloride). Yields the product CC1(C=2C=CC(=CC2C(CC1)(C)C)C1=NC=CC(=N1)N1CCC(CC1)N)C (1-[2-(5,5,8,8-Tetramethyl-5,6,7,8-tetrahydronaphthalen-2-yl)pyrimidin-4-yl]-piperidin-4-ylamine). Reaction SMILES: C(OC(=O)[NH:7][CH:8]1[CH2:13][CH2:12][N:11]([C:14]2[CH:19]=[CH:18][N:17]=[C:16]([C:20]3[CH:29]=[CH:28][C:27]4[C:26]([CH3:31])([CH3:30])[CH2:25][CH2:24][C:23]([CH3:33])([CH3:32])[C:22]=4[CH:21]=3)[N:15]=2)[CH2:10][CH2:9]1)(C)(C)C.Cl>>[CH3:30][C:26]1([CH3:31])[CH2:25][CH2:24][C:23]([CH3:32])([CH3:33])[C:22]2[CH:21]=[C:20]([C:16]3[N:15]=[C:14]([N:11]4[CH2:12][CH2:13][CH:8]([NH2:7])[CH2:9][CH2:10]4)[CH:19]=[CH:18][N:17]=3)[CH:29]=[CH:28][C:27]1=2. Reported procedure: The above compound is prepared analogously to FS201 starting {1-[2-(5,5,8,8-tetramethyl-5,6,7,8-tetrahydronaphthalen-2-yl)pyrimidin-4-yl]piperidin-4-yl}carbamic acid tert-butyl ester. The product is in the form of the hydrochloride. The reactants are O=C1CCC=C1CCCCCCC(=O)OC (7-(5-keto-cyclopentenyl)-heptanoic acid, methyl ester), [Cl-].[NH4+] (ammonium chloride). Reaction conditions: temperature -20 celsius. The product is C(CCCCC)C1C(C(CC1)=O)CCCCCCC(=O)OC (7-(2-hexyl-5-keto-cyclopentyl)-heptanoic acid, methyl ester). RXN SMILES: [O:1]=[C:2]1[C:6]([CH2:7][CH2:8][CH2:9][CH2:10][CH2:11][CH2:12][C:13]([O:15][CH3:16])=[O:14])=[CH:5][CH2:4][CH2:3]1.[Cl-].[NH4+]>>[CH2:7]([CH:5]1[CH2:4][CH2:3][C:2](=[O:1])[CH:6]1[CH2:7][CH2:8][CH2:9][CH2:10][CH2:11][CH2:12][C:13]([O:15][CH3:16])=[O:14])[CH2:6][CH2:2][CH2:3][CH2:4][CH3:5] |f:1.2|. Procedure: The mixture is cooled to -20° C. and the methyl ester (VII) (30 g; 0.134 mole) is added dropwise, at the end of which a saturated ammonium chloride solution is added slowly. The phases are separated, the organic phase is washed to neutrality yielding a pale yellow oil (40.7 g; yield=98%). Reactants: C(C)(C)(C)OC(=O)N1C[C@H](CCC1)CC(=O)OCC (ethyl (R)-(1-tert-butoxycarbonylpiperidin-3-yl)acetate), FC(C(=O)O)(F)F (trifluoroacetic acid). The solvent is ClCCl (dichloromethane). Yields the product N1C[C@H](CCC1)CC(=O)OCC (Ethyl (R)-piperidin-3-ylacetate). Reaction SMILES: C(OC([N:8]1[CH2:13][CH2:12][CH2:11][C@H:10]([CH2:14][C:15]([O:17][CH2:18][CH3:19])=[O:16])[CH2:9]1)=O)(C)(C)C.FC(F)(F)C(O)=O>ClCCl>[NH:8]1[CH2:13][CH2:12][CH2:11][C@H:10]([CH2:14][C:15]([O:17][CH2:18][CH3:19])=[O:16])[CH2:9]1. Procedure details: 290 mg (1.07 mmol) of ethyl (R)-(1-tert-butoxycarbonylpiperidin-3-yl)acetate (Example 17A) are stirred with 2 ml of dichloromethane and 2 ml of trifluoroacetic acid at RT for 1 h. The volatile components are removed on a rotary evaporator and the residue is dried under high vacuum. The resulting oil (301 mg, 99% of theory) is reacted further as it is. The reactants are CC(C)(C)OC(=O)Nc1nc(C(=O)O)cs1, CNC, Cc1ccccc1, C1CCOC1, O=S(Cl)Cl. Yields the product CN(C)C(=O)c1csc(NC(=O)OC(C)(C)C)n1. Reaction SMILES: [C:1]([CH3:2])([CH3:3])([CH3:4])[O:5][C:6](=[O:7])[NH:8][c:9]1[s:10][cH:11][c:12]([C:14](=[O:15])[OH:16])[n:13]1.[CH3:21][NH:22][CH3:23].[CH3:29][c:30]1[cH:31][cH:32][cH:33][cH:34][cH:35]1.[O:24]1[CH2:25][CH2:26][CH2:27][CH2:28]1.[S:17]([Cl:18])([Cl:19])=[O:20]>>[C:1]([CH3:2])([CH3:3])([CH3:4])[O:5][C:6](=[O:7])[NH:8][c:9]1[s:10][cH:11][c:12]([C:14](=[O:16])[N:22]([CH3:21])[CH3:23])[n:13]1. The reactants are N=1C(=CN2C1C=CC=C2)C(=O)OCC (ethyl imidazolo[1,2-a]pyridine-2-carboxylate), C(C)(=O)O (acetic acid), C(C)(=O)[O-].[Na+] (sodium acetate), C=O (formaldehyde). Run in O (water). Reaction conditions: temperature 90 celsius. Product: OCC1=C(N=C2N1C=CC=C2)C(=O)OCC (ethyl 3-(hydroxymethyl)-imidazolo[1,2-a]pyridine-2-carboxylate). The yield is 49.0%. RXN SMILES: [N:1]1[C:2]([C:10]([O:12][CH2:13][CH3:14])=[O:11])=[CH:3][N:4]2[CH:9]=[CH:8][CH:7]=[CH:6][C:5]=12.[C:15](O)(=[O:17])C.C([O-])(=O)C.[Na+].C=O>O>[OH:17][CH2:15][C:3]1[N:4]2[CH:9]=[CH:8][CH:7]=[CH:6][C:5]2=[N:1][C:2]=1[C:10]([O:12][CH2:13][CH3:14])=[O:11] |f:2.3|. Reported procedure: A mixture of 570 mg (3.0 mmol) ethyl imidazolo[1,2-a]pyridine-2-carboxylate, glacial acetic acid (0.8 mL) and 1 g (12 mmol) sodium acetate is treated with 6 mL 37% formaldehyde in water. The mixture is heated in a sealed tube at 90° C. for 6 hr and the acetic acid removed in vacuo. The residue is made basic by addition of 2M sodium hydroxide and extracted into 3×10 mL dichloromethane containing 1% methanol. The organic extract is dried over anhydrous MgSO4 and the solvent removed in vacuo to giv...